From a dataset of the Open Reaction Database (ORD), a public repository of structured organic reaction records. describe an organic reaction: reactants, conditions, products, and yield The reactants are FC1=CC2=C(C(=NO2)C2CCNCC2)C=C1 (6-fluoro-3-(4-piperidinyl)-1,2 benzisoxazole), C(=O)([O-])[O-].[K+].[K+] (K2CO3), ClCCCOC=1C=C(C=CC1OC)C1(CC=CC=C1)C=O (1-[3-(3-chloropropoxy)-4-methoxy-phenyl]phenylmethanone). The solvent is C(C)#N (acetonitrile). The product is FC1=CC2=C(C(=NO2)C2CCN(CC2)CCCOC2=C(C=CC(=C2)OC)C=2C=C(C=CC2)C=O)C=C1 (3-[3-[4-(6-fluoro-1,2-benzisoxazol-3-yl)-1-piperidinyl]propoxyl-4-methoxyphenyl]-phenylmethanone). As a reaction SMILES: [F:1][C:2]1[CH:16]=[CH:15][C:5]2[C:6]([CH:9]3[CH2:14][CH2:13][NH:12][CH2:11][CH2:10]3)=[N:7][O:8][C:4]=2[CH:3]=1.[C:17]([O-:20])([O-])=O.[K+].[K+].ClCCCO[C:28]1[CH:29]=[C:30]([C:36]2(C=O)[CH:41]=[CH:40][CH:39]=[CH:38][CH2:37]2)[CH:31]=[CH:32][C:33]=1[O:34][CH3:35]>C(#N)C>[F:1][C:2]1[CH:16]=[CH:15][C:5]2[C:6]([CH:9]3[CH2:10][CH2:11][N:12]([CH2:2][CH2:3][CH2:4][O:8][C:29]4[CH:28]=[C:33]([O:34][CH3:35])[CH:32]=[CH:31][C:30]=4[C:36]4[CH:37]=[C:38]([CH:17]=[O:20])[CH:39]=[CH:40][CH:41]=4)[CH2:13][CH2:14]3)=[N:7][O:8][C:4]=2[CH:3]=1 |f:1.2.3|. Reported procedure: A stirred mixture of 6-fluoro-3-(4-piperidinyl)-1,2 benzisoxazole (2.01 g; 9.13 mmol), K2CO3 (2.0 g), and 1-[3-(3-chloropropoxy)-4-methoxy-phenyl]phenylmethanone (3.93 g; 11.3 mmol) and acetonitrile (50 ml) was heated at reflux for 4 hours. At the end of the reaction, the solvent was evaporated and the residue was partitioned between water (150 ml) and dichloromethane (400 ml). The dichloromethane solution was washed with water and brine (100 ml), dried over MgSO4 then concentrated to an oil. Th... The reactants are ClC(Cl)=C(c1ccc(Cl)cc1)c1ccc(Cl)cc1, O, O=[N+]([O-])O. Product: O=C(c1ccc(Cl)cc1)c1ccc(Cl)cc1. Reaction SMILES: [Cl:1][C:2](=[C:3]([c:4]1[cH:5][cH:6][c:7]([Cl:10])[cH:8][cH:9]1)[c:11]1[cH:12][cH:13][c:14]([Cl:17])[cH:15][cH:16]1)[Cl:18].[OH2:23].[OH:19][N+:20](=[O:21])[O-:22]>>[C:3]([c:4]1[cH:5][cH:6][c:7]([Cl:10])[cH:8][cH:9]1)([c:11]1[cH:12][cH:13][c:14]([Cl:17])[cH:15][cH:16]1)=[O:19].